This data is from the Open Reaction Database (ORD), a public repository of structured organic reaction records. The task is: describe an organic reaction: reactants, conditions, products, and yield Reactants: CS(C)=O, CCOC(C)=O, CNCCCO, CC(Nc1c(-c2c(F)cc(F)cc2F)c(Cl)nc2ncnn12)C(F)(F)F, [H-], [Na+]. Yields the product CNCCCOc1cc(F)c(-c2c(Cl)nc3ncnn3c2NC(C)C(F)(F)F)c(F)c1. As a reaction SMILES: [CH3:35][S:36]([CH3:37])=[O:38].[CH3:39][CH2:40][O:41][C:42](=[O:43])[CH3:44].[CH3:3][NH:4][CH2:5][CH2:6][CH2:7][OH:8].[Cl:9][c:10]1[n:11][c:12]2[n:13]([c:14]([NH:25][CH:26]([C:27]([F:28])([F:29])[F:30])[CH3:31])[c:15]1-[c:16]1[c:17]([F:24])[cH:18][c:19]([F:23])[cH:20][c:21]1[F:22])[n:32][cH:33][n:34]2.[H-:1].[Na+:2]>>[CH3:3][NH:4][CH2:5][CH2:6][CH2:7][O:8][c:19]1[cH:18][c:17]([F:24])[c:16](-[c:15]2[c:10]([Cl:9])[n:11][c:12]3[n:13]([c:14]2[NH:25][CH:26]([C:27]([F:28])([F:29])[F:30])[CH3:31])[n:32][cH:33][n:34]3)[c:21]([F:22])[cH:20]1. RXN SMILES: [CH3:28][N:29]([CH3:30])[CH:31]=[O:32].[N:19](=[C:20]=[O:21])[CH2:22][C:23](=[O:24])[O:25][CH2:26][CH3:27].[NH2:1][c:2]1[cH:3][c:4]2[c:16]([cH:17][cH:18]1)-[c:7]1[c:6]([n:11]3[c:10]([c:9](=[O:15])[nH:8]1)[n:14][cH:13][cH:12]3)[CH2:5]2>>[NH:1]([c:2]1[cH:3][c:4]2[c:16]([cH:17][cH:18]1)-[c:7]1[c:6]([n:11]3[c:10]([c:9](=[O:15])[nH:8]1)[n:14][cH:13][cH:12]3)[CH2:5]2)[C:20]([NH:19][CH2:22][C:23](=[O:24])[O:25][CH2:26][CH3:27])=[O:21]. Yields the product CCOC(=O)CNC(=O)Nc1ccc2c(c1)Cc1c-2[nH]c(=O)c2nccn12. Starting materials: CN(C)C=O, CCOC(=O)CN=C=O, Nc1ccc2c(c1)Cc1c-2[nH]c(=O)c2nccn12.